From a dataset of the Open Reaction Database (ORD), a public repository of structured organic reaction records. describe an organic reaction: reactants, conditions, products, and yield The product is CCCOc1cc(OC)ccc1C#N. As a reaction SMILES: [Br:1][c:2]1[c:3]([O:10][CH2:11][CH2:12][CH3:13])[cH:4][c:5]([O:8][CH3:9])[cH:6][cH:7]1.[C-:29]#[N:30].[C-:32]#[N:33].[C:24](=[O:25])([OH:26])[O-:27].[CH3:14][N:15]([CH3:16])[CH:17]=[O:18].[CH3:19][CH2:20][O:21][CH2:22][CH3:23].[Na+:28].[Zn+2:31].[cH:34]1[cH:35][cH:36][c:37]([P:38]([Pd:39]([P:40]([c:41]2[cH:42][cH:43][cH:44][cH:45][cH:46]2)([c:47]2[cH:48][cH:49][cH:50][cH:51][cH:52]2)[c:53]2[cH:54][cH:55][cH:56][cH:57][cH:58]2)([P:59]([c:60]2[cH:61][cH:62][cH:63][cH:64][cH:65]2)([c:66]2[cH:67][cH:68][cH:69][cH:70][cH:71]2)[c:72]2[cH:73][cH:74][cH:75][cH:76][cH:77]2)[P:78]([c:79]2[cH:80][cH:81][cH:82][cH:83][cH:84]2)([c:85]2[cH:86][cH:87][cH:88][cH:89][cH:90]2)[c:91]2[cH:92][cH:93][cH:94][cH:95][cH:96]2)([c:97]2[cH:98][cH:99][cH:100][cH:101][cH:102]2)[c:103]2[cH:104][cH:105][cH:106][cH:107][cH:108]2)[cH:109][cH:110]1>>[c:2]1([C:14]#[N:15])[c:3]([O:10][CH2:11][CH2:12][CH3:13])[cH:4][c:5]([O:8][CH3:9])[cH:6][cH:7]1. Starting materials: CCCOc1cc(OC)ccc1Br, [C-]#N, [C-]#N, O=C([O-])O, CN(C)C=O, CCOCC, [Na+], [Zn+2], c1ccc(P(c2ccccc2)(c2ccccc2)[Pd](P(c2ccccc2)(c2ccccc2)c2ccccc2)(P(c2ccccc2)(c2ccccc2)c2ccccc2)P(c2ccccc2)(c2ccccc2)c2ccccc2)cc1. The reactants are S(=O)(=O)(O)O.CSC(N)=N (2-methyl-2-thiopseudourea sulfate), BrC=1C=CC(=C(C1)CCC1=C(C(=O)Cl)C=CC=C1F)OC (2-[2-(5-bromo-2-methoxyphenyl)-ethyl]-3-fluorobenzoyl chloride). The solvent is [OH-].[Na+] (NaOH), O (H2O), C(C)OCC (diethyl ether). Reaction conditions: time 3.5 hour. The product is BrC=1C=CC(=C(C1)CCC1=C(C(=O)NC(SC)=N)C=CC=C1F)OC (1-{2-[2-(5-bromo-2-methoxyphenyl)-ethyl]-3-fluorobenzoyl}-2-methylisothiourea). Reaction SMILES: S(O)(O)(=O)=O.[CH3:6][S:7][C:8](=[NH:10])[NH2:9].[Br:11][C:12]1[CH:13]=[CH:14][C:15]([O:30][CH3:31])=[C:16]([CH2:18][CH2:19][C:20]2[C:28]([F:29])=[CH:27][CH:26]=[CH:25][C:21]=2[C:22](Cl)=[O:23])[CH:17]=1>[OH-].[Na+].C(OCC)C.O>[Br:11][C:12]1[CH:13]=[CH:14][C:15]([O:30][CH3:31])=[C:16]([CH2:18][CH2:19][C:20]2[C:28]([F:29])=[CH:27][CH:26]=[CH:25][C:21]=2[C:22]([NH:10][C:8](=[NH:9])[S:7][CH3:6])=[O:23])[CH:17]=1 |f:0.1,3.4|. Reported procedure: A solution of 2-methyl-2-thiopseudourea sulfate (1.6 g, 5.75 mmol, 2.5 equiv) in 1N NaOH (10 mL) was cooled to 0° C. To this solution was added dropwise a solution of 2-[2-(5-bromo-2-methoxyphenyl)-ethyl]-3-fluorobenzoyl chloride (2.3 mmol, 1 equiv) in diethyl ether (4 mL). The solution was allowed to stir for 3.5 hr and then diluted with H2O. The aqueous solution was extracted with dichloromethane and the combined organic phases were dried over Na2SO4, filtered, and concentrated to give 1-{2-[2... The solvent is CCOCC (ether), O (water). Starting materials: C(=O)(O)[O-].[Na+] (NaHCO3), C(=C)C1=CC=NC=C1 (4-Vinyl pyridine), C(C)(=O)O (acetic acid), C1(CC1)N (cyclopropylamine). Reaction SMILES: [CH:1]([C:3]1[CH:8]=[CH:7][N:6]=[CH:5][CH:4]=1)=[CH2:2].C(O)(=O)C.[CH:13]1([NH2:16])[CH2:15][CH2:14]1.C([O-])(O)=O.[Na+]>CCOCC.O>[CH:13]1([NH:16][CH2:2][CH2:1][C:3]2[CH:8]=[CH:7][N:6]=[CH:5][CH:4]=2)[CH2:15][CH2:14]1 |f:3.4|. Product: C1(CC1)NCCC1=CC=NC=C1 (4-(2-cyclopropylaminoethyl)pyridine). Procedure: 4-Vinyl pyridine (50 mmol), glacial acetic acid (3 ml), cyclopropylamine (4.28 g, 75 mmol) and water (12.8 ml) were heated at 50° C. for 22 hours. The crude reaction products were added to a vigorously stirred mixture of ether and saturated aqueous NaHCO3. After partitioning, the organic phase was washed with water, brine and dried. Filtered and solvents removed under vacuum. The residue was further distilled under vacuum (Kugelrohr) and the product amine collected. NMR (CDCl3) 8.45 (m, 2H), 7.0... Reactants: O=C([O-])[O-], CCCc1cc(Cl)nnc1Cn1ccnc1-c1cccc(F)n1, [Cs+], [Cs+], C1COCCO1, O=C(C=Cc1ccccc1)C=Cc1ccccc1, O=C(C=Cc1ccccc1)C=Cc1ccccc1, O=C(C=Cc1ccccc1)C=Cc1ccccc1, [Pd], [Pd], OB(O)c1cccnc1. Product: CCCc1cc(-c2cccnc2)nnc1Cn1ccnc1-c1cccc(F)n1. As a reaction SMILES: [C:33](=[O:34])([O-:35])[O-:36].[Cl:1][c:2]1[cH:3][c:4]([CH2:21][CH2:22][CH3:23])[c:5]([CH2:8][n:9]2[c:10](-[c:14]3[n:15][c:16]([F:20])[cH:17][cH:18][cH:19]3)[n:11][cH:12][cH:13]2)[n:6][n:7]1.[Cs+:37].[Cs+:38].[O:39]1[CH2:40][CH2:41][O:42][CH2:43][CH2:44]1.[O:47]=[C:48]([CH:49]=[CH:50][c:51]1[cH:52][cH:53][cH:54][cH:55][cH:56]1)[CH:57]=[CH:58][c:59]1[cH:60][cH:61][cH:62][cH:63][cH:64]1.[O:65]=[C:66]([CH:67]=[CH:68][c:69]1[cH:70][cH:71][cH:72][cH:73][cH:74]1)[CH:75]=[CH:76][c:77]1[cH:78][cH:79][cH:80][cH:81][cH:82]1.[O:83]=[C:84]([CH:85]=[CH:86][c:87]1[cH:88][cH:89][cH:90][cH:91][cH:92]1)[CH:93]=[CH:94][c:95]1[cH:96][cH:97][cH:98][cH:99][cH:100]1.[Pd:45].[Pd:46].[n:24]1[cH:25][c:26]([B:30]([OH:31])[OH:32])[cH:27][cH:28][cH:29]1>>[c:2]1(-[c:26]2[cH:25][n:24][cH:29][cH:28][cH:27]2)[cH:3][c:4]([CH2:21][CH2:22][CH3:23])[c:5]([CH2:8][n:9]2[c:10](-[c:14]3[n:15][c:16]([F:20])[cH:17][cH:18][cH:19]3)[n:11][cH:12][cH:13]2)[n:6][n:7]1. Starting materials: C(C=C)C1=C(C(=CC=C1)C1CCCC1)O (2-allyl-6-cyclopentylphenol), C(C1=CC=CC=C1)Cl (benzyl chloride), C([O-])([O-])=O.[K+].[K+] (potassium carbonate). The solvent is CC(=O)C (acetone). Product: C(C=C)C1=C(C(=CC=C1)C1CCCC1)OCC1=CC=CC=C1 (1-allyl-2-benzyloxy-3-cyclopentylbenzene). The yield is 91.7%. RXN SMILES: [CH2:1]([C:4]1[CH:9]=[CH:8][CH:7]=[C:6]([CH:10]2[CH2:14][CH2:13][CH2:12][CH2:11]2)[C:5]=1[OH:15])[CH:2]=[CH2:3].[CH2:16](Cl)[C:17]1[CH:22]=[CH:21][CH:20]=[CH:19][CH:18]=1.C(=O)([O-])[O-].[K+].[K+]>CC(C)=O>[CH2:1]([C:4]1[CH:9]=[CH:8][CH:7]=[C:6]([CH:10]2[CH2:14][CH2:13][CH2:12][CH2:11]2)[C:5]=1[O:15][CH2:16][C:17]1[CH:22]=[CH:21][CH:20]=[CH:19][CH:18]=1)[CH:2]=[CH2:3] |f:2.3.4|. Procedure: 90 g (0.44 mol) of 2-allyl-6-cyclopentylphenol, 62 g (0.49 mol) of benzyl chloride and 124 g (0.9 mol) of potassium carbonate are heated under reflux in 800 ml of acetone for 70 h. The cooled reaction mixture is filtered, and the filtrate is concentrated. The residue is taken up in petroleum ether, and the solution is washed three times with 2N sodium hydroxide solution and then once each with water and saturated brine. The organic phase is dried over sodium sulfate and concentrated in vacuo. Th... Starting materials: O=C([O-])[O-], CC(C)=O, ClCc1ccc[nH]1, [I-], [K+], [K+], [Na+], CCCCCC(O)c1ccc(O)cc1. Product: CCCCCC(O)c1ccc(OCc2ccc[nH]2)cc1. RXN SMILES: [C:22](=[O:23])([O-:24])[O-:25].[CH3:30][C:31](=[O:32])[CH3:33].[Cl:1][CH2:2][c:3]1[nH:4][cH:5][cH:6][cH:7]1.[I-:29].[K+:26].[K+:27].[Na+:28].[OH:8][c:9]1[cH:10][cH:11][c:12]([CH:15]([CH2:16][CH2:17][CH2:18][CH2:19][CH3:20])[OH:21])[cH:13][cH:14]1>>[CH2:2]([c:3]1[nH:4][cH:5][cH:6][cH:7]1)[O:8][c:9]1[cH:10][cH:11][c:12]([CH:15]([CH2:16][CH2:17][CH2:18][CH2:19][CH3:20])[OH:21])[cH:13][cH:14]1. Starting materials: Br[C@@H]([C@@H]1C[C@H](C(=O)O1)C(C)C)CC1CCCCC1 (5(R)-bromo-6-cyclohexyl-2(S)-isopropyl-4(S)-hexanolide), [N-]=[N+]=[N-].[Na+] (NaN3). Solvent: N,N'-dimethyl-N,N'-propylene urea, ice. Product: N(=[N+]=[N-])[C@H]([C@@H]1C[C@H](C(=O)O1)C(C)C)CC1CCCCC1 (5(S)-azido-6-cyclohexyl-2(S)-isopropyl-4(S)-hexanolide). As a reaction SMILES: Br[C@H:2]([CH2:12][CH:13]1[CH2:18][CH2:17][CH2:16][CH2:15][CH2:14]1)[C@H:3]1[O:8][C:6](=[O:7])[C@H:5]([CH:9]([CH3:11])[CH3:10])[CH2:4]1.[N-:19]=[N+:20]=[N-:21].[Na+]>>[N:19]([C@@H:2]([CH2:12][CH:13]1[CH2:18][CH2:17][CH2:16][CH2:15][CH2:14]1)[C@H:3]1[O:8][C:6](=[O:7])[C@H:5]([CH:9]([CH3:11])[CH3:10])[CH2:4]1)=[N+:20]=[N-:21] |f:1.2|. Procedure details: 42.5 g (0.135 mol) of 5(R)-bromo-6-cyclohexyl-2(S)-isopropyl-4(S)-hexanolide and 35 g (0.54 mol of NaN3 in 480 ml of N,N'-dimethyl-N,N'-propylene urea (DMPU) are stirred at room temperature for 72 hours and then poured onto 1 liter of ice-cold 0.1N HCl. The mixture is then extracted three times with ether, and the combined organic phases are washed twice with 0.1N HCl and three times with brine and dried with MgSO4. After concentrating the solvent by evaporation, the residue is recrystallised fr... Reactants: CS(=O)(=O)N(c1cnccc1OCc1ccccc1)S(C)(=O)=O, C1CCOC1, CCCC[N+](CCCC)(CCCC)CCCC, [F-]. Product: CS(=O)(=O)Nc1cnccc1OCc1ccccc1. RXN SMILES: [CH2:19]([c:20]1[cH:21][cH:22][cH:23][cH:24][cH:25]1)[O:26][c:27]1[c:28]([N:33]([S:34](=[O:35])(=[O:36])[CH3:37])[S:38]([CH3:39])(=[O:40])=[O:41])[cH:29][n:30][cH:31][cH:32]1.[CH2:42]1[O:43][CH2:44][CH2:45][CH2:46]1.[CH3:2][CH2:3][CH2:4][CH2:5][N+:6]([CH2:7][CH2:8][CH2:9][CH3:10])([CH2:11][CH2:12][CH2:13][CH3:14])[CH2:15][CH2:16][CH2:17][CH3:18].[F-:1]>>[CH2:19]([c:20]1[cH:21][cH:22][cH:23][cH:24][cH:25]1)[O:26][c:27]1[c:28]([NH:33][S:34](=[O:35])(=[O:36])[CH3:37])[cH:29][n:30][cH:31][cH:32]1. The reactants are FC(CC1OC1)(F)F (2-(2,2,2-Trifluoroethyl)oxirane), N (ammonia), Cl (HCl). Conditions: temperature 60 celsius, time 1.25 hour. The product is [Cl-].FC(CC(C[NH3+])O)(F)F (4,4,4-Trifluoro-2-hydroxybutan-1-aminium chloride). Isolated yield 53.3%. Reaction SMILES: [F:1][C:2]([F:8])([F:7])[CH2:3][CH:4]1[CH2:6][O:5]1.[NH3:9].[ClH:10]>>[Cl-:10].[F:1][C:2]([F:8])([F:7])[CH2:3][CH:4]([OH:5])[CH2:6][NH3+:9] |f:3.4|. Procedure details: 2-(2,2,2-Trifluoroethyl)oxirane (5.27 g, 41.8 mmol) was added to a solution of ammonia (2 M in methanol; 170 mL, 340 mmol) and the solution heated to 60° C. After 1.25 h, the mixture was allowed to cool to ambient temperature and concentrated to a volume of 20 mL. HCl (4 M in dioxane; 12 mL, 48 mmol) was added slowly and the mixture concentrated to give a white solid (4.0 g) that was 85% pure and contained 15% of a dimeric byproduct. MS 144.1 (M+H). 1H NMR (500 MHz, CD3OD) δ 4.17-4.12 (m, 1H), 3... The reactants are [Li+].C[Si](C)(C)[N-][Si](C)(C)C (LiHMDS), CN(C1CN(CC1)C1=CC2=C(NC(=N2)CC(=O)OCC)C=C1)C (ethyl {5-[3-(dimethylamino)pyrrolidin-1-yl]-1H-benzimidazol-2-yl}acetate), NC=1C(=NC=CC1)C#N (3-aminopyridine-2-carbonitrile). Solvent: C1CCOC1 (THF). Run at temperature 40 celsius, time 8 hour. The product is NC1=C(C(NC2=CC=CN=C12)=O)C1=NC2=C(N1)C=CC(=C2)N2CC(CC2)N(C)C (4-Amino-3-{5-[3-(dimethylamino)pyrrolidin-1-yl]-1H-benzimidazol-2-yl}-1,5-naphthyridin-2(1H)-one). RXN SMILES: [Li+].C[Si]([N-][Si](C)(C)C)(C)C.[CH3:11][N:12]([CH3:33])[CH:13]1[CH2:17][CH2:16][N:15]([C:18]2[CH:32]=[CH:31][C:21]3[NH:22][C:23]([CH2:25][C:26](OCC)=[O:27])=[N:24][C:20]=3[CH:19]=2)[CH2:14]1.[NH2:34][C:35]1[C:36]([C:41]#[N:42])=[N:37][CH:38]=[CH:39][CH:40]=1>C1COCC1>[NH2:42][C:41]1[C:36]2[C:35](=[CH:40][CH:39]=[CH:38][N:37]=2)[NH:34][C:26](=[O:27])[C:25]=1[C:23]1[NH:22][C:21]2[CH:31]=[CH:32][C:18]([N:15]3[CH2:16][CH2:17][CH:13]([N:12]([CH3:11])[CH3:33])[CH2:14]3)=[CH:19][C:20]=2[N:24]=1 |f:0.1|. Procedure details: LiHMDS (3.6 eq) was added to ethyl {5-[3-(dimethylamino)pyrrolidin-1-yl]-1H-benzimidazol-2-yl}acetate (1.0 eq) and 3-aminopyridine-2-carbonitrile (J. Org. Chem. 1958, 1616-1617; 1.0 eq) in THF at 0° C. The reaction was stirred overnight and then heated at 40° C. for 3 hours. The resulting mixture was quenched with an aqueous saturated NH4Cl solution and extracted with EtOAc. The combined organic layers were washed with H2O and brine, dried over Na2SO4, filtered, and concentrated in vacuo to yiel...